The task is: describe an organic reaction: reactants, conditions, products, and yield. This data is from the Open Reaction Database (ORD), a public repository of structured organic reaction records. The reactants are B, CN(C)C=O, CCOCC, OCc1ccc(Cl)cc1, N#Cc1ccncc1Cl, CCCCC(=O)c1ccncc1OCc1ccc(Cl)cc1, N#Cc1ccncc1OCc1ccc(Cl)cc1, [H-], [Li]CCCC, [Na+], [Na], [OH]. The product is CCCCC(O)c1ccncc1OCc1ccc(Cl)cc1. As a reaction SMILES: [BH3:47].[CH3:50][N:51]([CH3:52])[CH:53]=[O:54].[CH3:72][CH2:73][O:74][CH2:75][CH3:76].[Cl:10][c:11]1[cH:12][cH:13][c:14]([CH2:15][OH:16])[cH:17][cH:18]1.[Cl:1][c:2]1[cH:3][n:4][cH:5][cH:6][c:7]1[C:8]#[N:9].[Cl:26][c:27]1[cH:28][cH:29][c:30]([CH2:31][O:32][c:33]2[cH:34][n:35][cH:36][cH:37][c:38]2[C:39]([CH2:40][CH2:41][CH2:42][CH3:43])=[O:44])[cH:45][cH:46]1.[Cl:55][c:56]1[cH:57][cH:58][c:59]([CH2:60][O:61][c:62]2[cH:63][n:64][cH:65][cH:66][c:67]2[C:68]#[N:69])[cH:70][cH:71]1.[H-:19].[Li:21][CH2:22][CH2:23][CH2:24][CH3:25].[Na+:20].[Na:48].[OH:49]>>[Cl:26][c:27]1[cH:28][cH:29][c:30]([CH2:31][O:32][c:33]2[cH:34][n:35][cH:36][cH:37][c:38]2[CH:39]([CH2:40][CH2:41][CH2:42][CH3:43])[OH:44])[cH:45][cH:46]1.